Dataset: the Open Reaction Database (ORD), a public repository of structured organic reaction records. Task: describe an organic reaction: reactants, conditions, products, and yield Reactants: [H-].[Na+] (NaH), resultant mixture, FC(C=1C=C(C=CC1)O)(F)F (3-(trifluoromethyl) phenol), CN(C=O)C (dimethyl formamide), BrC1=NC(=CC(=C1)OC)Br (2,6-dibromo-4-methoxy pyridine), CN(C=O)C (DMF). The solvent is CCCCCC (hexane). Run at temperature 120 celsius, time 2 hour. The product is C1(=CC=CC=C1)NC(=O)C1=NC(=CC(=C1)OC)OC1=CC(=CC=C1)C(F)(F)F (N-phenyl-4-methoxy-6-{3-(trifluoromethyl)phenoxy}-2-pyridine carboxamide). RXN SMILES: [F:1][C:2]([F:11])([F:10])[C:3]1[CH:4]=[C:5]([OH:9])[CH:6]=[CH:7][CH:8]=1.[H-].[Na+].Br[C:15]1[CH:20]=[C:19]([O:21][CH3:22])[CH:18]=[C:17](Br)[N:16]=1.[CH3:24][N:25](C)[CH:26]=[O:27]>CCCCCC>[C:24]1([NH:25][C:26]([C:15]2[CH:20]=[C:19]([O:21][CH3:22])[CH:18]=[C:17]([O:9][C:5]3[CH:6]=[CH:7][CH:8]=[C:3]([C:2]([F:10])([F:11])[F:1])[CH:4]=3)[N:16]=2)=[O:27])[CH:5]=[CH:4][CH:3]=[CH:8][CH:7]=1 |f:1.2|. Procedure details: 3.34 g (0.187×1.1 mol) of 3-(trifluoromethyl) phenol was dissolved in about 30 ml of dimethyl formamide (hereinafter referred to merely as “DMF”). The solution was further mixed with 0.78 g (ca. 60% in mineral oil; 0.0187×1.04 mol) of NaH and then with 5.00 g (0.0187 mol) of 2,6-dibromo-4-methoxy pyridine. After stirring at about 120° C. for about 2 hours, the resultant mixture was allowed to stand for cooling to room temperature. After the reaction solution was distributed in hexane-saturated s...